This data is from the Open Reaction Database (ORD), a public repository of structured organic reaction records. The task is: describe an organic reaction: reactants, conditions, products, and yield Reactants: [O-]CC.[Na+] (sodium ethoxide), [Na] (sodium), Cl.COCCC(=N)N (3-methoxypropionamidine hydrochloride), C(#N)CC(=O)OCC (ethyl cyanoacetate). The solvent is C(C)O (ethanol), C(C)O (ethanol), C(C)O (ethanol). Run at time 8 hour. The product is NC=1N=C(NC(C1)=O)CCOCC (4-amino-2-(2-ethoxyethyl)pyrimid-6-one). As a reaction SMILES: [O-][CH2:2]C.[Na+].[Na].[C:6]([CH2:8][C:9](OCC)=[O:10])#[N:7].Cl.[CH3:15][O:16][CH2:17][CH2:18][C:19]([NH2:21])=[NH:20]>C(O)C>[NH2:7][C:6]1[N:20]=[C:19]([CH2:18][CH2:17][O:16][CH2:15][CH3:2])[NH:21][C:9](=[O:10])[CH:8]=1 |f:0.1,4.5,^1:4|. Procedure details: To a solution of sodium ethoxide in ethanol, prepared from sodium (47.5 g.) and dry ethanol (675 ml.), was added, slowly with cooling and stirring, ethyl cyanoacetate (74 ml.), followed by a solution of 3-methoxypropionamidine hydrochloride (96 g.) in dry ethanol (173ml.). The mixture was stirred and heated under reflux for 40 hours, evaporated to dryness in vacuo, the residue triturated with water (67.5 ml.), acidified to pH 6 with concentrated hydrochloric acid, left to stand at 0° C. overnigh... Reactants: OC1=CC=NN1C1=NC=CC(=C1)C#N (2-(5-hydroxy-1H-pyrazol-1-yl)pyridine-4-carbonitrile), FC1=C(C=CC(=C1F)C)CO ((2,3-difluoro-4-methylphenyl)methanol). RXN SMILES: [OH:1][C:2]1[N:6]([C:7]2[CH:12]=[C:11]([C:13]#[N:14])[CH:10]=[CH:9][N:8]=2)[N:5]=[CH:4][CH:3]=1.[F:15][C:16]1[C:21]([F:22])=[C:20]([CH3:23])[CH:19]=[CH:18][C:17]=1[CH2:24]O>>[F:15][C:16]1[C:21]([F:22])=[C:20]([CH3:23])[CH:19]=[CH:18][C:17]=1[CH2:24][O:1][C:2]1[N:6]([C:7]2[CH:12]=[C:11]([C:13]#[N:14])[CH:10]=[CH:9][N:8]=2)[N:5]=[CH:4][CH:3]=1. Product: FC1=C(C=CC(=C1F)C)COC1=CC=NN1C1=NC=CC(=C1)C#N (2-[5-[(2,3-difluoro-4-methylphenyl)methoxy]pyrazol-1-yl]pyridine-4-carbonitrile). Procedure details: The title compound was prepared from 2-(5-hydroxy-1H-pyrazol-1-yl)pyridine-4-carbonitrile and (2,3-difluoro-4-methylphenyl)methanol according to the procedure for the preparation of Example 39, part C. 1H NMR (400 MHz, CDCl3): δ 2.32 (3H, s), 5.28 (2H, s), 5.80 (1H, s), 6.98 (1H, d, J=6.8 Hz), 7.11 (1H, d, J=7.2 Hz), 7.40 (1H, d, J=5.2 Hz), 7.58 (1H, s), 8.01 (1H, s), 8.70 (1H, d, J=4.8 Hz). [M+H] Calc'd for C17H12F2N4O, 327. Found, 327. The reactants are O=C([O-])[O-], CCCC[N+](CCCC)(CCCC)CCCC, CN(C)C=O, O=C(CCl)N1CCCc2c([nH]c3ccccc23)C1c1cccc(F)c1, FC(F)(F)c1ccc(S)nc1, [I-], [K+], [K+], O. The product is O=C(CSc1ccc(C(F)(F)F)cn1)N1CCCc2c([nH]c3ccccc23)C1c1cccc(F)c1. As a reaction SMILES: [C:37](=[O:38])([O-:39])[O-:40].[CH2:50]([N+:51]([CH2:52][CH2:53][CH2:54][CH3:55])([CH2:56][CH2:57][CH2:58][CH3:59])[CH2:60][CH2:61][CH2:62][CH3:63])[CH2:64][CH2:65][CH3:66].[CH3:44][N:45]([CH3:46])[CH:47]=[O:48].[Cl:1][CH2:2][C:3](=[O:4])[N:5]1[CH:6]([c:19]2[cH:20][c:21]([F:25])[cH:22][cH:23][cH:24]2)[c:7]2[nH:8][c:9]3[cH:10][cH:11][cH:12][cH:13][c:14]3[c:15]2[CH2:16][CH2:17][CH2:18]1.[F:26][C:27]([c:28]1[cH:29][cH:30][c:31]([SH:34])[n:32][cH:33]1)([F:35])[F:36].[I-:49].[K+:41].[K+:42].[OH2:43]>>[CH2:2]([C:3](=[O:4])[N:5]1[CH:6]([c:19]2[cH:20][c:21]([F:25])[cH:22][cH:23][cH:24]2)[c:7]2[nH:8][c:9]3[cH:10][cH:11][cH:12][cH:13][c:14]3[c:15]2[CH2:16][CH2:17][CH2:18]1)[S:34][c:31]1[cH:30][cH:29][c:28]([C:27]([F:26])([F:35])[F:36])[cH:33][n:32]1. Starting materials: C1(=CC=CC=C1)S(=O)(=O)Cl (Benzenesulfonyl chloride), NC=1N=CC(=NC1)C1=C(N=C(S1)NC(C)=O)C (N-[5-(5-aminopyrazin-2-yl)-4-methyl-1,3-thiazol-2-yl]acetamide), N1=CC=CC=C1 (pyridine), C1(=CC=CC=C1)S(=O)(=O)Cl (benzenesulfonyl chloride). Reaction conditions: temperature 85 celsius, time 1 hour. Yields the product CC=1N=C(SC1C1(NC=CN=C1)NS(=O)(=O)C1=CC=CC=C1)NC(C)=O (N-[4-Methyl-5-(2-phenylsulfonylaminopyrazin-2-yl)-1,3-thiazol-2-yl]acetamide). Reaction SMILES: [C:1]1([S:7](Cl)(=[O:9])=[O:8])[CH:6]=[CH:5][CH:4]=[CH:3][CH:2]=1.N[C:12]1[N:13]=[CH:14][C:15]([C:18]2[S:22][C:21]([NH:23][C:24](=[O:26])[CH3:25])=[N:20][C:19]=2[CH3:27])=[N:16][CH:17]=1.[N:28]1C=CC=CC=1>>[CH3:27][C:19]1[N:20]=[C:21]([NH:23][C:24](=[O:26])[CH3:25])[S:22][C:18]=1[C:15]1([NH:28][S:7]([C:1]2[CH:6]=[CH:5][CH:4]=[CH:3][CH:2]=2)(=[O:9])=[O:8])[CH:14]=[N:13][CH:12]=[CH:17][NH:16]1. Reported procedure: Benzenesulfonyl chloride (0.115 mL) was added to a stirred mixture of N-[5-(5-aminopyrazin-2-yl)-4-methyl-1,3-thiazol-2-yl]acetamide (75 mg) and pyridine (5 mL) and the reaction mixture was heated to 85° C. for 2 hours. Additional benzenesulfonyl chloride (0.115 mL) was added and the mixture was heated to reflux for 10 minutes. The reaction mixture was evaporated. A 7M methanolic ammonia solution (10 mL) was added to the residue and the mixture was stirred at room temperature for 1 hour. The res...